Task: describe an organic reaction: reactants, conditions, products, and yield. Dataset: the Open Reaction Database (ORD), a public repository of structured organic reaction records The reactants are C16H14N4O, C(C1=CC=NC=C1)(=O)Cl (isonicotinoyl chloride), CC1=NNC(=C1N)C1=CC=CC=C1 (3-methyl-5-phenyl-1H-pyrazol-4-ylamine), O (water). The solvent is N1=CC=CC=C1 (pyridine). Reaction conditions: time 12 hour. Yields the product CC1=NNC(=C1NC(C1=CC=NC=C1)=O)C1=CC=CC=C1 (N-(3-Methyl-5-phenyl-1H-pyrazol-4-yl)isonicotinamide). RXN SMILES: [C:1](Cl)(=[O:8])[C:2]1[CH:7]=[CH:6][N:5]=[CH:4][CH:3]=1.[CH3:10][C:11]1[C:15]([NH2:16])=[C:14]([C:17]2[CH:22]=[CH:21][CH:20]=[CH:19][CH:18]=2)[NH:13][N:12]=1.O>N1C=CC=CC=1>[CH3:10][C:11]1[C:15]([NH:16][C:1](=[O:8])[C:2]2[CH:7]=[CH:6][N:5]=[CH:4][CH:3]=2)=[C:14]([C:17]2[CH:18]=[CH:19][CH:20]=[CH:21][CH:22]=2)[NH:13][N:12]=1. Procedure: 205 mg of isonicotinoyl chloride*HCl were added to a solution of 200 mg of 3-methyl-5-phenyl-1H-pyrazol-4-ylamine in 2 ml of pyridine and the mixture was then stirred at RT for 12 h; water was then added and the whole was extracted with methylene chloride. The organic phase was dried over magnesium sulfate, concentrated under reduced pressure and purified by means of HPLC (Merk-Hibar-Lichrospher 100-RP-18, water (0.1% trifluoroacetic acid)/acetonitrile (0.1% trifluoroacetic acid)=80/20→10/90). T... Reactants: product, SC[C@@H](O)[C@H](O)CS (dithiothreitol), P(=O)(O)(O)[O-].[K+] (potassium dihydrogenphosphate), C(CCC)C1=C(OCC(=O)OC)C=CC(=C1)SCC1=CC=C(C=C1)C1=CC=C(C=C1)C(F)(F)F (methyl 2-[2-butyl-4-({4-[4-(trifluoromethyl)phenyl]phenyl}methylthio)phenoxy]acetate), C(CCC)C1=C(OCC(=O)OC)C=CC(=C1)SCC1=CC=C(C=C1)C1=CC=C(C=C1)C(F)(F)F (methyl 2-[2-butyl-4-({4-[4-(trifluoromethyl)phenyl]phenyl}methylthio)phenoxy]acetate). Run in CO (methanol). Product: C(CCC)C1=C(OCC(=O)O)C=CC(=C1)SCC1=CC=C(C=C1)C1=CC=C(C=C1)C(F)(F)F (2-[2-butyl-4-({4-[4-(trifluoromethyl)phenyl]phenyl}methylthio)phenoxy]acetic acid). As a reaction SMILES: SC[C@H]([C@@H](CS)O)O.P([O-])(O)(O)=O.[K+].[CH2:15]([C:19]1[CH:30]=[C:29]([S:31][CH2:32][C:33]2[CH:38]=[CH:37][C:36]([C:39]3[CH:44]=[CH:43][C:42]([C:45]([F:48])([F:47])[F:46])=[CH:41][CH:40]=3)=[CH:35][CH:34]=2)[CH:28]=[CH:27][C:20]=1[O:21][CH2:22][C:23]([O:25]C)=[O:24])[CH2:16][CH2:17][CH3:18]>CO>[CH2:15]([C:19]1[CH:30]=[C:29]([S:31][CH2:32][C:33]2[CH:38]=[CH:37][C:36]([C:39]3[CH:40]=[CH:41][C:42]([C:45]([F:48])([F:46])[F:47])=[CH:43][CH:44]=3)=[CH:35][CH:34]=2)[CH:28]=[CH:27][C:20]=1[O:21][CH2:22][C:23]([OH:25])=[O:24])[CH2:16][CH2:17][CH3:18] |f:1.2|. Procedure: The title compound was prepared in the manner analogous to Example 1D with the product from example 100E (2.79 g, 10.0 mmol), dithiothreitol (3.08 g, 20.0 mmol), and 0.2 M potassium dihydrogenphosphate (15 ml) in 60 ml of methanol. 400 MHz 1H NMR (CDCl3) δ 7.11 (m, 2H), 6.60 (d, 1H), 4.61 (s, 2H), 3.81 (s, 3H), 3.36 (s, 1H), 2.63 (m, 2H), 1.57 (m, 2H), 1.38 (m, 2H), 0.98 (t, 3H). Step 7. Preparation of methyl 2-[2-butyl-4-({4-[4-(trifluoromethyl)phenyl]phenyl}methylthio)phenoxy]acetate (Compound...